Dataset: the Open Reaction Database (ORD), a public repository of structured organic reaction records. Task: describe an organic reaction: reactants, conditions, products, and yield The reactants are Cc1c(NC(c2nnc(-c3ccc(Br)cc3)o2)C(C)O[Si](C)(C)C(C)(C)C)ccc(C#N)c1Cl, CCCC[N+](CCCC)(CCCC)CCCC, C1CCOC1, [F-]. Yields the product Cc1c(NC(c2nnc(-c3ccc(Br)cc3)o2)C(C)O)ccc(C#N)c1Cl. RXN SMILES: [Br:1][c:2]1[cH:3][cH:4][c:5](-[c:8]2[n:9][n:10][c:11]([CH:13]([CH:14]([CH3:15])[O:16][Si:17]([C:18]([CH3:19])([CH3:20])[CH3:21])([CH3:22])[CH3:23])[NH:24][c:25]3[c:26]([CH3:34])[c:27]([Cl:33])[c:28]([C:29]#[N:30])[cH:31][cH:32]3)[o:12]2)[cH:6][cH:7]1.[CH2:36]([N+:37]([CH2:38][CH2:39][CH2:40][CH3:41])([CH2:42][CH2:43][CH2:44][CH3:45])[CH2:46][CH2:47][CH2:48][CH3:49])[CH2:50][CH2:51][CH3:52].[CH2:53]1[O:54][CH2:55][CH2:56][CH2:57]1.[F-:35]>>[Br:1][c:2]1[cH:3][cH:4][c:5](-[c:8]2[n:9][n:10][c:11]([CH:13]([CH:14]([CH3:15])[OH:16])[NH:24][c:25]3[c:26]([CH3:34])[c:27]([Cl:33])[c:28]([C:29]#[N:30])[cH:31][cH:32]3)[o:12]2)[cH:6][cH:7]1. Reactants: CN1CCN(Cc2ccc(N)cc2C(F)(F)F)CC1, CO, O=C(O)Cc1c(Cl)cc(-n2cnc3cccnc32)cc1Cl. The product is CN1CCN(Cc2ccc(NC(=O)Cc3c(Cl)cc(-n4cnc5cccnc54)cc3Cl)cc2C(F)(F)F)CC1. RXN SMILES: [CH3:22][N:23]1[CH2:24][CH2:25][N:26]([CH2:29][c:30]2[c:31]([C:37]([F:38])([F:39])[F:40])[cH:32][c:33]([NH2:36])[cH:34][cH:35]2)[CH2:27][CH2:28]1.[CH3:41][OH:42].[Cl:1][c:2]1[c:3]([CH2:18][C:19](=[O:20])[OH:21])[c:4]([Cl:17])[cH:5][c:6](-[n:8]2[cH:9][n:10][c:11]3[c:12]2[n:13][cH:14][cH:15][cH:16]3)[cH:7]1>>[Cl:1][c:2]1[c:3]([CH2:18][C:19](=[O:21])[NH:36][c:33]2[cH:32][c:31]([C:37]([F:38])([F:39])[F:40])[c:30]([CH2:29][N:26]3[CH2:25][CH2:24][N:23]([CH3:22])[CH2:28][CH2:27]3)[cH:35][cH:34]2)[c:4]([Cl:17])[cH:5][c:6](-[n:8]2[cH:9][n:10][c:11]3[c:12]2[n:13][cH:14][cH:15][cH:16]3)[cH:7]1. The product is COCC=1C=NN(C1)C=1C=C2C(C3(COC3)C3(OC2=CC1)CCC3)=O (6′-[4-(methoxymethyl)-1H-pyrazol-1-yl]-4′H-dispiro[cyclobutane-1,2′-chromene-3′,3″-oxetan]-4′-one). Procedure details: A mixture of 4-(methoxymethyl)-1H-pyrazole (145 mg, 1.29 mmol), 6′-bromo-4′H-dispiro[cyclobutane-1,2′-chromene-3′,3″-oxetan]-4′-one (200 mg, 0.647 mmol), trans-N,N′-dimethylcyclohexane-1,2-diamine (74 mg, 0.52 mmol) and K2CO3 (268 mg, 1.94 mmol) in NMP (2 mL) was purged with argon. To the mixture was added CuI (49 mg, 0.26 mmol), and the mixture was sealed and stirred for 1 hour at 150° C. and 0.5 hours at 170° C. under a microwave irradiation. The mixture was partitioned between EtOAc and satur... The reagents and catalysts are [Cu]I (CuI). RXN SMILES: [CH3:1][O:2][CH2:3][C:4]1[CH:5]=[N:6][NH:7][CH:8]=1.Br[C:10]1[CH:11]=[C:12]2[C:20](=[CH:21][CH:22]=1)[O:19][C:18]1([CH2:25][CH2:24][CH2:23]1)[C:14]1([CH2:17][O:16][CH2:15]1)[C:13]2=[O:26].CN[C@@H]1CCCC[C@H]1NC.C([O-])([O-])=O.[K+].[K+]>CN1C(=O)CCC1.[Cu]I>[CH3:1][O:2][CH2:3][C:4]1[CH:5]=[N:6][N:7]([C:10]2[CH:11]=[C:12]3[C:20](=[CH:21][CH:22]=2)[O:19][C:18]2([CH2:25][CH2:24][CH2:23]2)[C:14]2([CH2:17][O:16][CH2:15]2)[C:13]3=[O:26])[CH:8]=1 |f:3.4.5|. Run in CN1CCCC1=O (NMP). Starting materials: COCC=1C=NNC1 (4-(methoxymethyl)-1H-pyrazole), BrC=1C=C2C(C3(COC3)C3(OC2=CC1)CCC3)=O (6′-bromo-4′H-dispiro[cyclobutane-1,2′-chromene-3′,3″-oxetan]-4′-one), CN[C@H]1[C@@H](CCCC1)NC (trans-N,N′-dimethylcyclohexane-1,2-diamine), C(=O)([O-])[O-].[K+].[K+] (K2CO3). Run at temperature 170 celsius, time 0.5 hour. Yield: 44.0%. Starting materials: CC1=C(C=C(C=C1)C=1OC(=NN1)C)C1=CC=C(C=C1)C(=O)O (2′-methyl-5′-(5-methyl-1,3,4-oxadiazol-2-yl)-1,1′-biphenyl-4-carboxylic acid), C(C)(=O)NCC1=CC=C(N)C=C1 (4-(acetylaminomethyl)aniline). Yields the product C(C)(=O)NCC1=CC=C(C=C1)NC(=O)C1=CC=C(C=C1)C1=C(C=CC(=C1)C=1OC(=NN1)C)C (N-[4-(Acetylaminomethyl)phenyl]-2′-methyl-5′-(5-methyl-1,3,4-oxadiazol-2-yl)-1,1′-biphenyl-4-carboxamide). As a reaction SMILES: [CH3:1][C:2]1[CH:7]=[CH:6][C:5]([C:8]2[O:9][C:10]([CH3:13])=[N:11][N:12]=2)=[CH:4][C:3]=1[C:14]1[CH:19]=[CH:18][C:17]([C:20](O)=[O:21])=[CH:16][CH:15]=1.[C:23]([NH:26][CH2:27][C:28]1[CH:34]=[CH:33][C:31]([NH2:32])=[CH:30][CH:29]=1)(=[O:25])[CH3:24]>>[C:23]([NH:26][CH2:27][C:28]1[CH:29]=[CH:30][C:31]([NH:32][C:20]([C:17]2[CH:18]=[CH:19][C:14]([C:3]3[CH:4]=[C:5]([C:8]4[O:9][C:10]([CH3:13])=[N:11][N:12]=4)[CH:6]=[CH:7][C:2]=3[CH3:1])=[CH:15][CH:16]=2)=[O:21])=[CH:33][CH:34]=1)(=[O:25])[CH3:24]. Reported procedure: N-[4-(Acetylaminomethyl)phenyl]-2′-methyl-5′-(5-methyl-1,3,4-oxadiazol-2-yl)-1,1′-biphenyl-4-carboxamide was prepared from 2′-methyl-5′-(5-methyl-1,3,4-oxadiazol-2-yl)-1,1′-biphenyl-4-carboxylic acid and 4-(acetylaminomethyl)aniline using method I. LCMS; retention time 2.97 min, MH+ 441. Starting materials: FC1=CC=C(C=C1)C=1C(=NNC1C1=CC=C(C=C1)S(=O)(=O)C)O (4-(4-fluorophenyl)-3-hydroxy-5-(4-(methylsulphonyl)phenyl)-pyrazole), C(=O)([O-])[O-].[K+].[K+] (K2CO3), BrCC1=CC=C(C=C1)F (1-(bromomethyl)-4-fluorobenzene), O (water). The solvent is CN(C)C=O (DMF), CN(C)C=O (DMF). Conditions: time 45 minute. Product: FC1=CC=C(COC2=NNC(=C2C2=CC=C(C=C2)F)C2=CC=C(C=C2)S(=O)(=O)C)C=C1 (3-(4-fluorobenzyloxy)-4-(4-fluorophenyl)-5-(4-(methyl-sulphonyl)phenyl)pyrazole). Yield: 80.0%. As a reaction SMILES: [F:1][C:2]1[CH:7]=[CH:6][C:5]([C:8]2[C:9]([OH:23])=[N:10][NH:11][C:12]=2[C:13]2[CH:18]=[CH:17][C:16]([S:19]([CH3:22])(=[O:21])=[O:20])=[CH:15][CH:14]=2)=[CH:4][CH:3]=1.C([O-])([O-])=O.[K+].[K+].Br[CH2:31][C:32]1[CH:37]=[CH:36][C:35]([F:38])=[CH:34][CH:33]=1.O>CN(C=O)C>[F:38][C:35]1[CH:36]=[CH:37][C:32]([CH2:31][O:23][C:9]2[C:8]([C:5]3[CH:4]=[CH:3][C:2]([F:1])=[CH:7][CH:6]=3)=[C:12]([C:13]3[CH:18]=[CH:17][C:16]([S:19]([CH3:22])(=[O:21])=[O:20])=[CH:15][CH:14]=3)[NH:11][N:10]=2)=[CH:33][CH:34]=1 |f:1.2.3|. Reported procedure: A mixture of 4-(4-fluorophenyl)-3-hydroxy-5-(4-(methylsulphonyl)phenyl)-pyrazole [(366 mg, 1.1 mmol), prepared according to the method of Example 5C, K2CO3 (152 mg, 1.1 mmol) in DMF (20 mL) at 50° C. was treated dropwise with a solution of 1-(bromomethyl)-4-fluorobenzene (0.141 mL, 1.1 mmol) in DMF (5 mL), and the mixture was stirred for 45 minutes. The reaction mixture was then poured into water and extracted with ethyl acetate. The acetate extract was washed with water, brine, dried over MgSO4... The reactants are NC1=C(C=CC(=C1)C)O (2-amino-4-methylphenol), FC1=C(C(=O)Cl)C=C(C=C1)[N+](=O)[O-] (2-fluoro-5-nitrobenzoyl chloride). The product is OC1=C(C=C(C=C1)C)NC(C1=C(C=CC(=C1)[N+](=O)[O-])F)=O (N-(2-Hydroxy-5-methylphenyl)-2-fluoro-5-nitrobenzamide). Reaction SMILES: [NH2:1][C:2]1[CH:7]=[C:6]([CH3:8])[CH:5]=[CH:4][C:3]=1[OH:9].[F:10][C:11]1[CH:19]=[CH:18][C:17]([N+:20]([O-:22])=[O:21])=[CH:16][C:12]=1[C:13](Cl)=[O:14]>>[OH:9][C:3]1[CH:4]=[CH:5][C:6]([CH3:8])=[CH:7][C:2]=1[NH:1][C:13](=[O:14])[C:12]1[CH:16]=[C:17]([N+:20]([O-:22])=[O:21])[CH:18]=[CH:19][C:11]=1[F:10]. Procedure details: Prepared by the method of Example 15a), from 2-amino-4-methylphenol (283 mg, 2.3 mmol) and 2-fluoro-5-nitrobenzoyl chloride (468 mg, 2.3 mmol) the subtitle compound was obtained. The product was used directly in the next step without purification.